Task: describe an organic reaction: reactants, conditions, products, and yield. Dataset: the Open Reaction Database (ORD), a public repository of structured organic reaction records Product: [N+](=O)([O-])C1=C(C(=CC=C1)[N+](=O)[O-])N1OC(N(C1=O)CCl)=O (2-(2,6-dinitrophenyl)-4-chloromethyl-1,2,4-oxadiazolidin-3,5-dione). Run in C(Cl)(Cl)Cl (chloroform), C1(=CC=CC=C1)C (toluene), C(Cl)(Cl)Cl (chloroform), C1(=CC=CC=C1)C (toluene). Procedure details: 2-(2,6-Dinitrophenyl)-4-hydroxymethyl-1,2,4-oxadiazolidin-3,5-dione (0.03 mole) dissolved in chloroform (40 ml) and thionyl chloride (0.06 mole) dissolved in chloroform (10 ml) are charged into a glass reaction vessel equipped with a mechanical stirrer, thermometer and reflux condenser. The reaction mixture is heated at reflux for a period of about 2 hours. Aftr this time the reaction mixture is stripped of solvent under reduced pressure, leaving a residue. This residue is dissolved in toluene, ... As a reaction SMILES: [N+:1]([C:4]1[CH:9]=[CH:8][CH:7]=[C:6]([N+:10]([O-:12])=[O:11])[C:5]=1[N:13]1[C:17](=[O:18])[N:16]([CH2:19]O)[C:15](=[O:21])[O:14]1)([O-:3])=[O:2].S(Cl)([Cl:24])=O>C(Cl)(Cl)Cl.C1(C)C=CC=CC=1>[N+:1]([C:4]1[CH:9]=[CH:8][CH:7]=[C:6]([N+:10]([O-:12])=[O:11])[C:5]=1[N:13]1[C:17](=[O:18])[N:16]([CH2:19][Cl:24])[C:15](=[O:21])[O:14]1)([O-:3])=[O:2]. Reactants: [N+](=O)([O-])C1=C(C(=CC=C1)[N+](=O)[O-])N1OC(N(C1=O)CO)=O (2-(2,6-Dinitrophenyl)-4-hydroxymethyl-1,2,4-oxadiazolidin-3,5-dione), S(=O)(Cl)Cl (thionyl chloride). The reactants are [I-].[K+] (potassium iodide), ClCC1=NN=C2N1C1=C(C(=NC2)C2=C(C=CC=C2)Cl)C=CC=C1 (1-(chloromethyl)-6-(o-chlorophenyl)-4H-s-triazolo-[4,3-a][1,4]benzodiazepine), C1(CC1)N (cyclopropylamine). Solvent: O1CCCC1 (tetrahydrofuran). The product is C1(CC1)NCC1=NN=C2N1C1=C(C(=NC2)C2=C(C=CC=C2)Cl)C=CC=C1 (1-[(cyclopropylamino)-methyl]-6-(o-chlorophenyl)-4H-s-triazolo[4,3-a][1,4]-benzodiazepine). Reaction SMILES: [I-].[K+].Cl[CH2:4][C:5]1[N:9]2[C:10]3[CH:25]=[CH:24][CH:23]=[CH:22][C:11]=3[C:12]([C:15]3[CH:20]=[CH:19][CH:18]=[CH:17][C:16]=3[Cl:21])=[N:13][CH2:14][C:8]2=[N:7][N:6]=1.[CH:26]1([NH2:29])[CH2:28][CH2:27]1>O1CCCC1>[CH:26]1([NH:29][CH2:4][C:5]2[N:9]3[C:10]4[CH:25]=[CH:24][CH:23]=[CH:22][C:11]=4[C:12]([C:15]4[CH:20]=[CH:19][CH:18]=[CH:17][C:16]=4[Cl:21])=[N:13][CH2:14][C:8]3=[N:7][N:6]=2)[CH2:28][CH2:27]1 |f:0.1|. Reported procedure: In the manner given in Example 1, potassium iodide and 1-(chloromethyl)-6-(o-chlorophenyl)-4H-s-triazolo-[4,3-a][1,4]benzodiazepine in tetrahydrofuran is treated with cyclopropylamine to give 1-[(cyclopropylamino)-methyl]-6-(o-chlorophenyl)-4H-s-triazolo[4,3-a][1,4]-benzodiazepine.